From a dataset of the Open Reaction Database (ORD), a public repository of structured organic reaction records. describe an organic reaction: reactants, conditions, products, and yield Reactants: ClC1=C(C=O)C(=CC(=C1)C(F)(F)F)Cl (2,6-Dichloro-4-(trifluoromethyl)benzaldehyde), COC(=O)C1=CC=C(C=C1)B(O)O ((4-(methoxycarbonyl)phenyl)boronic acid), [O-]P(=O)([O-])[O-].[K+].[K+].[K+] (K3PO4). The reagents and catalysts are C1=CC=C(C=C1)P([C-]2C=CC=C2)C3=CC=CC=C3.C1=CC=C(C=C1)P([C-]2C=CC=C2)C3=CC=CC=C3.Cl[Pd]Cl.[Fe+2] (Pd(dppf)Cl2). Run in O1CCOCC1 (1,4-dioxane), O (water). Run at temperature 90 celsius. Yields the product ClC=1C(=C(C=C(C1)C(F)(F)F)C1=CC=C(C=C1)C(=O)OC)C=O (Methyl 3′-chloro-2′-formyl-5′-(trifluoromethyl)-[1,1′-biphenyl]-4-carboxylate). RXN SMILES: Cl[C:2]1[CH:9]=[C:8]([C:10]([F:13])([F:12])[F:11])[CH:7]=[C:6]([Cl:14])[C:3]=1[CH:4]=[O:5].[CH3:15][O:16][C:17]([C:19]1[CH:24]=[CH:23][C:22](B(O)O)=[CH:21][CH:20]=1)=[O:18].[O-]P([O-])([O-])=O.[K+].[K+].[K+]>O1CCOCC1.O.C1C=CC(P(C2C=CC=CC=2)[C-]2C=CC=C2)=CC=1.C1C=CC(P(C2C=CC=CC=2)[C-]2C=CC=C2)=CC=1.Cl[Pd]Cl.[Fe+2]>[Cl:14][C:6]1[C:3]([CH:4]=[O:5])=[C:2]([C:22]2[CH:23]=[CH:24][C:19]([C:17]([O:16][CH3:15])=[O:18])=[CH:20][CH:21]=2)[CH:9]=[C:8]([C:10]([F:13])([F:12])[F:11])[CH:7]=1 |f:2.3.4.5,8.9.10.11|. Procedure: 2,6-Dichloro-4-(trifluoromethyl)benzaldehyde (406 mg, 1.7 mmol), (4-(methoxycarbonyl)phenyl)boronic acid (150 mg, 0.8 mmol), Pd(dppf)Cl2 (81 mg, 0.1 mmol) and K3PO4 (769 mg, 3.3 mmol) were dissolved in wet 1,4-dioxane (20 mL) and the resulting mixture was heated to 90° C. After 10 h the resulting mixture was diluted with water and extracted with EtOAc. The combined organic extracts were dried (Na2SO4), concentrated, and purified via column chromatography to yield the title compound. Reactants: [OH-].[Na+] (sodium hydroxide), C1=C(C=CC2=CC=CC=C12)P(OC1=CC=CC=C1)OC1=CC=CC=C1 (diphenyl 2-napthylphosphonite), BrC1=CC(=C(C=O)C=C1)F (4-bromo-2-fluorobenzaldehyde), CNC(=O)NC (1,3-dimethylurea), FC(C(=O)O)(F)F (trifluoroacetic acid). Solvent: C1(=CC=CC=C1)C (toluene), C(C)O (ethanol), O (water). The product is CN(C(=O)NC)C(C1=C(C=C(C=C1)Br)F)P(O)(=O)C1=CC2=CC=CC=C2C=C1 ([α-(1,3-dimethylureido)-4-bromo-2-fluorobenzyl]-2-naphthylphosphinic acid). Reaction SMILES: [CH:1]1[C:10]2[C:5](=[CH:6][CH:7]=[CH:8][CH:9]=2)[CH:4]=[CH:3][C:2]=1[P:11]([O:19]C1C=CC=CC=1)[O:12]C1C=CC=CC=1.[Br:26][C:27]1[CH:34]=[CH:33][C:30]([CH:31]=O)=[C:29]([F:35])[CH:28]=1.[CH3:36][NH:37][C:38]([NH:40][CH3:41])=[O:39].[OH-].[Na+].FC(F)(F)C(O)=O>C1(C)C=CC=CC=1.C(O)C.O>[CH3:36][N:37]([CH:31]([P:11]([C:2]1[CH:3]=[CH:4][C:5]2[C:10](=[CH:9][CH:8]=[CH:7][CH:6]=2)[CH:1]=1)(=[O:12])[OH:19])[C:30]1[CH:33]=[CH:34][C:27]([Br:26])=[CH:28][C:29]=1[F:35])[C:38]([NH:40][CH3:41])=[O:39] |f:3.4|. Reported procedure: When an equimolar mixture of diphenyl 2-napthylphosphonite, 4-bromo-2-fluorobenzaldehyde and 1,3-dimethylurea in toluene is warmed at reflux for 1 hour, followed by cooling in an ice bath, a white solid product forms. A portion of this solid is dissolved in ethanol and an equivalent amount of sodium hydroxide (10 molar solution) is added dropwise to the stirred solution. The reaction mixture is allowed to evaporate to dryness, and the residue is washed with ether, giving a crude sodium phosphina...